This data is from the Open Reaction Database (ORD), a public repository of structured organic reaction records. The task is: describe an organic reaction: reactants, conditions, products, and yield Reactants: ClC(Cl)(Cl)Cl, O=C1CCC(=O)N1Cl, Sc1cc(Cl)ccc1Cl. The product is ClSc1cc(Cl)ccc1Cl. Reaction SMILES: [C:18]([Cl:19])([Cl:20])([Cl:21])[Cl:22].[Cl:1][N:2]1[C:3](=[O:4])[CH2:5][CH2:6][C:7]1=[O:8].[Cl:9][c:10]1[c:11]([SH:17])[cH:12][c:13]([Cl:16])[cH:14][cH:15]1>>[Cl:1][S:17][c:11]1[c:10]([Cl:9])[cH:15][cH:14][c:13]([Cl:16])[cH:12]1. Starting materials: CC(C)=O, CI, CC(C)Oc1nsnc1-c1cccnc1. Yields the product CC(C)Oc1nsnc1-c1ccc[n+](C)c1, [I-]. As a reaction SMILES: [CH3:18][C:19](=[O:20])[CH3:21].[CH3:1][I:2].[CH:3]([CH3:4])([CH3:5])[O:6][c:7]1[n:8][s:9][n:10][c:11]1-[c:12]1[cH:13][n:14][cH:15][cH:16][cH:17]1>>[CH3:1][n+:14]1[cH:13][c:12](-[c:11]2[c:7]([O:6][CH:3]([CH3:4])[CH3:5])[n:8][s:9][n:10]2)[cH:17][cH:16][cH:15]1.[I-:2].